Dataset: the Open Reaction Database (ORD), a public repository of structured organic reaction records. Task: describe an organic reaction: reactants, conditions, products, and yield The reactants are C(CCCC)C1=CC=C(C(=O)O)C=C1 (p-n-pentylbenzoic acid), S(=O)(Cl)Cl (thionyl chloride). Product: C(CCCC)C1=CC=C(C(=O)Cl)C=C1 (p-n-pentylbenzoic acid chloride). As a reaction SMILES: [CH2:1]([C:6]1[CH:14]=[CH:13][C:9]([C:10](O)=[O:11])=[CH:8][CH:7]=1)[CH2:2][CH2:3][CH2:4][CH3:5].S(Cl)([Cl:17])=O>>[CH2:1]([C:6]1[CH:14]=[CH:13][C:9]([C:10]([Cl:17])=[O:11])=[CH:8][CH:7]=1)[CH2:2][CH2:3][CH2:4][CH3:5]. Procedure: 15 g. of p-n-pentylbenzoic acid are dissolved in 100 ml. of thionyl chloride and boiled at reflux for 1 hour. The excess thionyl chloride is then removed by distillation and the acid chloride is distilled under high vacuum. The p-n-pentylbenzoic acid chloride which is obtained has a boiling point of 104° C/2 mm.